This data is from the Open Reaction Database (ORD), a public repository of structured organic reaction records. The task is: describe an organic reaction: reactants, conditions, products, and yield Reactants: C1(CC1)S(=O)(=O)N (cyclopropanesulfonic acid amide), [H-].[Na+] (sodium hydride), FC1=C(C=C(C=C1)C1NC2=CC=C(C=C2CC1(C)C)C(=O)O)N1CCOCC1 (2-(4-fluoro-3-morpholin-4-yl-phenyl)-3,3-dimethyl-1,2,3,4-tetrahydro-quinoline-6-carboxylic acid), C(=O)(N1C=NC=C1)N1C=NC=C1 (1,1′-carbonyldiimidazole), C1(CC1)S(=O)(=O)N (cyclopropanesulfonic acid amide), [H-].[Na+] (sodium hydride). Run in CN(C=O)C (N,N-dimethylformamide), CN(C=O)C (N,N-dimethylformamide), CN(C=O)C (N,N-dimethylformamide). Run at temperature 25 celsius, time 1 hour. The product is FC1=C(C=C(C=C1)C1NC2=CC=C(C=C2CC1(C)C)C(=O)NS(=O)(=O)C1CC1)N1CCOCC1 (cyclopropanesulfonic acid [2-(4-fluoro-3-morpholin-4-yl-phenyl)-3,3-dimethyl-1,2,3,4-tetrahydro-quinoline-6-carbonyl]-amide). Isolated yield 25.1%. As a reaction SMILES: [CH:1]1([S:4]([NH2:7])(=[O:6])=[O:5])[CH2:3][CH2:2]1.[H-].[Na+].[F:10][C:11]1[CH:16]=[CH:15][C:14]([CH:17]2[C:26]([CH3:28])([CH3:27])[CH2:25][C:24]3[C:19](=[CH:20][CH:21]=[C:22]([C:29](O)=[O:30])[CH:23]=3)[NH:18]2)=[CH:13][C:12]=1[N:32]1[CH2:37][CH2:36][O:35][CH2:34][CH2:33]1.C(N1C=CN=C1)(N1C=CN=C1)=O>CN(C)C=O>[F:10][C:11]1[CH:16]=[CH:15][C:14]([CH:17]2[C:26]([CH3:28])([CH3:27])[CH2:25][C:24]3[C:19](=[CH:20][CH:21]=[C:22]([C:29]([NH:7][S:4]([CH:1]4[CH2:3][CH2:2]4)(=[O:6])=[O:5])=[O:30])[CH:23]=3)[NH:18]2)=[CH:13][C:12]=1[N:32]1[CH2:33][CH2:34][O:35][CH2:36][CH2:37]1 |f:1.2|. Reported procedure: To a suspension of cyclopropanesulfonic acid amide (190 mg, 1.55 mmol) in N,N-dimethylformamide (3 mL) was added sodium hydride (62 mg, 1.55 mmol). The resulting mixture was stirred at 25° C. for 1 h. A solution of 2-(4-fluoro-3-morpholin-4-yl-phenyl)-3,3-dimethyl-1,2,3,4-tetrahydro-quinoline-6-carboxylic acid (120 mg, 0.31 mmol) and 1,1′-carbonyldiimidazole (100 mg, 0.62 mmol) in N,N-dimethylformamide (3 mL) was stirred at 70° C. for 1 h. Then the above suspension of cyclopropanesulfonic acid a... Reactants: BrC1=C(C=CC=C1)F (2-bromofluorobenzene), C#CCCCCCCCCCC (1-dodecyne), (bis)triphenylphosphine palladium(lI)chloride. Reagents/catalysts: [Cu]I (copper(I)iodide). Run in O1CCCC1 (tetrahydrofuran). Run at temperature 55 celsius, time 24 hour. Product: C(#CCCCCCCCCCC)C1=C(C=CC=C1)F (2-(1-Dodecynyl)fluorobenzene). Yield: 15.0%. As a reaction SMILES: Br[C:2]1[CH:7]=[CH:6][CH:5]=[CH:4][C:3]=1[F:8].[CH:9]#[C:10][CH2:11][CH2:12][CH2:13][CH2:14][CH2:15][CH2:16][CH2:17][CH2:18][CH2:19][CH3:20]>[Cu]I.O1CCCC1>[C:9]([C:2]1[CH:7]=[CH:6][CH:5]=[CH:4][C:3]=1[F:8])#[C:10][CH2:11][CH2:12][CH2:13][CH2:14][CH2:15][CH2:16][CH2:17][CH2:18][CH2:19][CH3:20]. Procedure: To a solution of 2-bromofluorobenzene (49 g), 1-dodecyne (210 ml) triethylamine (210 ml), and tetrahydrofuran (50 ml) was added (bis)triphenylphosphine palladium(lI)chloride (532 mg) and copper(I)iodide (532 mg). The reaction mixture was warmed to 55° C. and stirred for 24 hr. The mixture was allowed to cool to room temperature and filtered. The precipitate was washed with ethyl acetate, and the filtrate was diluted with ethyl acetate and washed with water and brine. The organic phase was separa... Starting materials: C(C)(C)(C)OC(=O)NCCCN1CCC(CC1)C1=NC=CC=C1 (N-(tert-butoxycarbonyl)-3-[4-(2-pyridyl)-piperidin-1-yl]propylamine). The solvent is ClCCl (dichloromethane), FC(C(=O)O)(F)F (trifluoroacetic acid). Conditions: time 1 hour. Product: N1=C(C=CC=C1)C1CCN(CC1)CCCN (3-[4-(2-pyridyl)-piperidin-1-yl]propylamine). Isolated yield 99.3%. Reaction SMILES: C(OC([NH:8][CH2:9][CH2:10][CH2:11][N:12]1[CH2:17][CH2:16][CH:15]([C:18]2[CH:23]=[CH:22][CH:21]=[CH:20][N:19]=2)[CH2:14][CH2:13]1)=O)(C)(C)C>ClCCl.FC(F)(F)C(O)=O>[N:19]1[CH:20]=[CH:21][CH:22]=[CH:23][C:18]=1[CH:15]1[CH2:14][CH2:13][N:12]([CH2:11][CH2:10][CH2:9][NH2:8])[CH2:17][CH2:16]1. Reported procedure: To 1-Benzyl-4-(2-pyridyl)-piperidine (3.26 g, 12.9 mmol) in dry methanol (25 ml), 10% palladium hydroxide (1.9 g) was added and the solution was hydrogenated at 200 psi for 24 hours. The solution was filtered over celite, concentrated to give 2.1 g (99%) of 4-(2-pyridyl)-piperidine which was used as such for the subsequent step. A mixture of 3-bromopropylamine hydrobromide (20 g, 91.3 mmol), potassium carbonate (37.85 g, 273.9 mmol) and di-tert-butyldicarbonate (21.90 g, 100 mmol) in methanol wa... The reactants are CN1CCCNCC1, ClCCl, Clc1nc2ccccc2o1. Yields the product CN1CCCN(c2nc3ccccc3o2)CC1. RXN SMILES: [CH3:11][N:12]1[CH2:13][CH2:14][NH:15][CH2:16][CH2:17][CH2:18]1.[Cl:19][CH2:20][Cl:21].[Cl:1][c:2]1[o:3][c:4]2[c:5]([n:6]1)[cH:7][cH:8][cH:9][cH:10]2>>[c:2]1([N:15]2[CH2:14][CH2:13][N:12]([CH3:11])[CH2:18][CH2:17][CH2:16]2)[o:3][c:4]2[c:5]([n:6]1)[cH:7][cH:8][cH:9][cH:10]2. The reactants are ClC=1C=C(C=CC1)N1C[C@@]2(C[C@H](N(C2)C([C@H](C(C)(C)C)NC(CC2CCCCC2)=O)=O)C(=O)OC)CC1=O ((3S,5S)-methyl 7-(3-chlorophenyl)-2-((S)-2-(2-cyclohexylacetamido)-3,3-dimethylbutanoyl)-8-oxo-2,7-diazaspiro[4.4]nonane-3-carboxylate). The solvent is C(C)#N.O (acetonitrile water). Yields the product ClC=1C=C(C=CC1)N1C[C@@]2(C[C@H](N(C2)C([C@H](C(C)(C)C)NC(CC2CCCCC2)=O)=O)C(=O)O)CC1=O ((3S,5S)-7-(3-chlorophenyl)-2-((S)-2-(2-cyclohexylacetamido)-3,3-dimethylbutanoyl)-8-oxo-2,7-diazaspiro[4.4]nonane-3-carboxylic acid). The yield is 100000.0%. RXN SMILES: [Cl:1][C:2]1[CH:3]=[C:4]([N:8]2[C:37](=[O:38])[CH2:36][C@@:10]3([CH2:14][N:13]([C:15](=[O:31])[C@@H:16]([NH:21][C:22](=[O:30])[CH2:23][CH:24]4[CH2:29][CH2:28][CH2:27][CH2:26][CH2:25]4)[C:17]([CH3:20])([CH3:19])[CH3:18])[C@H:12]([C:32]([O:34]C)=[O:33])[CH2:11]3)[CH2:9]2)[CH:5]=[CH:6][CH:7]=1>C(#N)C.O>[Cl:1][C:2]1[CH:3]=[C:4]([N:8]2[C:37](=[O:38])[CH2:36][C@@:10]3([CH2:14][N:13]([C:15](=[O:31])[C@@H:16]([NH:21][C:22](=[O:30])[CH2:23][CH:24]4[CH2:25][CH2:26][CH2:27][CH2:28][CH2:29]4)[C:17]([CH3:20])([CH3:18])[CH3:19])[C@H:12]([C:32]([OH:34])=[O:33])[CH2:11]3)[CH2:9]2)[CH:5]=[CH:6][CH:7]=1 |f:1.2|. Procedure: The methyl ester (3S,5R)-methyl-7-(3-chlorophenyl)-2-((S)-2-(2-cyclohexylacetamido)-3,3-dimethyl butanoyl)-8-oxo-2,7-diazaspiro[4.4]nonane-3-carboxylate (E7a) (12.8 mg, 23 μmol) was taken up in THF (1.0 ml) and MeOH (50 μl) was added. To this was added 1N LiOH in water (46 μl, 2.0 eq). The reaction was stirred at room temperature overnight and quenched at 0° C. with 1N HCl in water (46 μl, 2.0 eq). The reaction was concentrated to dryness to give (3S,5R)-7-(3-chlorophenyl)-2-((S)-2-(2-cyclohexyl... Product: C(C1=CC=CC=C1)(=O)C1=CC=C2N1CCC2C(=O)OC (methyl 5-benzoyl-1,2-dihydro-3H-pyrrolo[1,2-a]pyrrole-1-carboxylate). Reaction SMILES: [C:1]([C:9]1[N:13]2[CH2:14][CH2:15][CH:16]([C:17]([OH:19])=[O:18])[C:12]2=[CH:11][CH:10]=1)(=[O:8])[C:2]1[CH:7]=[CH:6][CH:5]=[CH:4][CH:3]=1.[N+](=[CH2:22])=[N-]>ClCCl>[C:1]([C:9]1[N:13]2[CH2:14][CH2:15][CH:16]([C:17]([O:19][CH3:22])=[O:18])[C:12]2=[CH:11][CH:10]=1)(=[O:8])[C:2]1[CH:7]=[CH:6][CH:5]=[CH:4][CH:3]=1. The reactants are [N+](=[N-])=C (diazomethane), C(C1=CC=CC=C1)(=O)C1=CC=C2N1CCC2C(=O)O (5-benzoyl-1,2-dihydro-3H-pyrrolo[1,2-a]pyrrole-1-carboxylic acid). Run in ClCCl (dichloromethane). Procedure details: A solution of 200 mg. of 5-benzoyl-1,2-dihydro-3H-pyrrolo[1,2-a]pyrrole-1-carboxylic acid in 5 ml. of dichloromethane is treated with an excess of ethereal diazomethane, and the reaction mixture is maintained at room temperature for 30 minutes. The solvents and excess reagent are eliminated under reduced pressure and the residue crystallized from ethyl acetate-methanol, to yield methyl 5-benzoyl-1,2-dihydro-3H-pyrrolo[1,2-a]pyrrole-1-carboxylate.